This data is from the Open Reaction Database (ORD), a public repository of structured organic reaction records. The task is: describe an organic reaction: reactants, conditions, products, and yield Starting materials: BrC1=C(C(=CC(=C1)C1=CC(=CC=C1)F)F)C (1-bromo-3-fluoro-5-(3-fluorophenyl)-2-methyl-benzene), C(C)(=O)[O-].[K+] (potassium acetate), CO (MeOH), [C]=O (carbon monoxide). Reagents/catalysts: C(C)(=O)[O-].[Pd+2].C(C)(=O)[O-] (palladium (II) acetate), C1=CC=C(C=C1)P([C-]2C=CC=C2)C3=CC=CC=C3.C1=CC=C(C=C1)P([C-]2C=CC=C2)C3=CC=CC=C3.[Fe+2] (dppf). Run in C1CCOC1 (THF). Conditions: temperature 125 celsius. Product: FC=1C(=C(C(=O)OC)C=C(C1)C1=CC(=CC=C1)F)C (Methyl 3-fluoro-5-(3-fluorophenyl)-2-methyl-benzoate). The yield is 57.0%. RXN SMILES: Br[C:2]1[CH:7]=[C:6]([C:8]2[CH:13]=[CH:12][CH:11]=[C:10]([F:14])[CH:9]=2)[CH:5]=[C:4]([F:15])[C:3]=1[CH3:16].[C:17]([O-:20])(=[O:19])C.[K+].[C]=O.[CH3:24]O>C1COCC1.C([O-])(=O)C.[Pd+2].C([O-])(=O)C.C1C=CC(P(C2C=CC=CC=2)[C-]2C=CC=C2)=CC=1.C1C=CC(P(C2C=CC=CC=2)[C-]2C=CC=C2)=CC=1.[Fe+2]>[F:15][C:4]1[C:3]([CH3:16])=[C:2]([CH:7]=[C:6]([C:8]2[CH:13]=[CH:12][CH:11]=[C:10]([F:14])[CH:9]=2)[CH:5]=1)[C:17]([O:20][CH3:24])=[O:19] |f:1.2,6.7.8,9.10.11,^3:21|. Procedure details: A mixture of 1-bromo-3-fluoro-5-(3-fluorophenyl)-2-methyl-benzene (1.88 g, 6.6 mmol, 1 eq), potassium acetate (3.25 g, 33.2 mmol, 5 eq), palladium (II) acetate (0.12 g, 0.5 mmol, 0.075 eq) and dppf (0.41 g, 0.9 mmol, 0.15 eq) in a mixture of MeOH (50 mL) and THF (50 mL) was placed in a high pressure reactor and pressurized with carbon monoxide gas to 50 bar. The reaction mixture was heated at 125° C. for 16 h, then cooled, filtered and the solvent evaporated in vacuo. The residue was partitioned... Starting materials: BrC1=CC(=C(C=C1)C(=O)N1CCN(CC1)C1=NC(=C(C=C1C)C)C)S(=O)(=O)C ((4-bromo-2-methanesulfonylphenyl)[4-(3,5,6-trimethylpyridin-2-yl)piperazin-1-yl]methanone), C[C@H]1NS(CC1)(=O)=O ((R)-3-methylisothiazolidine 1,1-dioxide). The yield is 48.5%. RXN SMILES: Br[C:2]1[CH:7]=[CH:6][C:5]([C:8]([N:10]2[CH2:15][CH2:14][N:13]([C:16]3[C:21]([CH3:22])=[CH:20][C:19]([CH3:23])=[C:18]([CH3:24])[N:17]=3)[CH2:12][CH2:11]2)=[O:9])=[C:4]([S:25]([CH3:28])(=[O:27])=[O:26])[CH:3]=1.[CH3:29][C@@H:30]1[CH2:34][CH2:33][S:32](=[O:36])(=[O:35])[NH:31]1>>[CH3:28][S:25]([C:4]1[CH:3]=[C:2]([N:31]2[C@H:30]([CH3:29])[CH2:34][CH2:33][S:32]2(=[O:36])=[O:35])[CH:7]=[CH:6][C:5]=1[C:8]([N:10]1[CH2:15][CH2:14][N:13]([C:16]2[C:21]([CH3:22])=[CH:20][C:19]([CH3:23])=[C:18]([CH3:24])[N:17]=2)[CH2:12][CH2:11]1)=[O:9])(=[O:27])=[O:26]. Yields the product CS(=O)(=O)C1=C(C=CC(=C1)N1S(CC[C@H]1C)(=O)=O)C(=O)N1CCN(CC1)C1=NC(=C(C=C1C)C)C ((R)-[2-methanesulfonyl-4-(3-methyl-1,1-dioxo-1λ6-isothiazolidin-2-yl)phenyl][4-(3,5,6-trimethylpyridin-2-yl)piperazin-1-yl]methanone). Procedure details: Using (4-bromo-2-methanesulfonylphenyl)[4-(3,5,6-trimethylpyridin-2-yl)piperazin-1-yl]methanone (370 mg) described in Preparation Example 122 and (R)-3-methylisothiazolidine 1,1-dioxide (107 mg) described in Preparation Example 2 and by the reaction and treatment in the same manner as in Example 4, the title compound (200 mg) was obtained. Reactants: NCCS(=O)(=O)O (Taurine), C(C1=CC=CC=C1)OC(=O)Cl (benzyloxycarbonyl chloride). The solvent is [OH-].[Na+] (NaOH), C1(=CC=CC=C1)C (toluene), [OH-].[Na+] (NaOH). Run at temperature 2.5 celsius, time 1 hour. Product: C(C1=CC=CC=C1)OC(=O)NCCS(=O)(=O)O (2-(N-benzyloxycarbonylamino)ethanesulfonic acid). RXN SMILES: [NH2:1][CH2:2][CH2:3][S:4]([OH:7])(=[O:6])=[O:5].[CH2:8]([O:15][C:16](Cl)=[O:17])[C:9]1[CH:14]=[CH:13][CH:12]=[CH:11][CH:10]=1>[OH-].[Na+].C1(C)C=CC=CC=1>[CH2:8]([O:15][C:16]([NH:1][CH2:2][CH2:3][S:4]([OH:7])(=[O:6])=[O:5])=[O:17])[C:9]1[CH:14]=[CH:13][CH:12]=[CH:11][CH:10]=1 |f:2.3|. Procedure details: Taurine (1 g; 8 mmol) was dissolved in 2N NaOH (4.3 mL) and, after cooling on ice/water bath, 4N NaOH (2.14 mL) and a solution of benzyloxycarbonyl chloride (3.27 mL; 8 mmol) in toluene (3 mL) were dropped at same time. After the additions, the mixture was left stirring at T=0-5° C. for 1 h. The reaction was quenched by adding diethyl ether. The mixture was debated and the phases were separated. The aqueous one was cooled to 0-5° C. and 37% HCl was added to pH=2. The acidic phase was extracted w... Reactants: O (Water), [H][H] (hydrogen), C(C)(C)(C)OC(=O)N1CC(CCC1)CCC(=O)O (3-[1-(tert-butoxycarbonyl)-3-piperidinyl]propionic acid). Solvent: C1CCOC1 (THF), C1CCOC1 (THF). Reaction conditions: time 16 hour. The product is C(C)(C)(C)OC(=O)N1CC(CCC1)CCCO (3-[1-(tert-Butoxycarbonyl)-3-piperidinyl]-1-propanol). Yield: 96.6%. RXN SMILES: [C:1]([O:5][C:6]([N:8]1[CH2:13][CH2:12][CH2:11][CH:10]([CH2:14][CH2:15][C:16](O)=[O:17])[CH2:9]1)=[O:7])([CH3:4])([CH3:3])[CH3:2].O.[H][H]>C1COCC1>[C:1]([O:5][C:6]([N:8]1[CH2:13][CH2:12][CH2:11][CH:10]([CH2:14][CH2:15][CH2:16][OH:17])[CH2:9]1)=[O:7])([CH3:4])([CH3:3])[CH3:2]. Reported procedure: To a solution of commercially available 3-[1-(tert-butoxycarbonyl)-3-piperidinyl]propionic acid (2.57 g, 10.0 mmol) in 100 mL of anhydrous THF was added slowly a solution of BH3.THF complex in THF (1.0 M, 20 mL, 2.0 equiv) at room temperature under N2. The solution was stirred for 16 h at room temperature. Water was added carefully (hydrogen evolution!), and the resulting solution was concentrated under reduced pressure. The residue was diluted with water and extracted with EtOAc. The combined o... Reactants: CC(Cl)c1cccnc1, OC6=C(OCC7=CC=C(Cl)C=C7)C(C)=NC=C6. The reagents and catalysts are O=C([O-])[O-].[Cs+].[Cs+] (cesium carbonate), [I-].[K+] (potassium iodide). Run in CN(C)C=O (DMF), CN(C)C=O (dmf), CN(C)C=O (DMF). Conditions: temperature 70 celsius, time 16 hour. The product is ClC8=CC=C(C=C8)COC9=C(OC(C)C%10=CC=CN=C%10)C=CN=C9C. Starting materials: Intermediate 38, ClCCCCCN1C2=NC(=NC(=C2N=C1OC)N)O[C@H](CC)C (9-(5-chloropentyl)-8-(methyloxy)-2-{[(1S)-1-methylpropyl]oxy}-9H-purin-6-amine), N1CCCCC1 (piperidine), CO (methanol). The solvent is ClCCl (dichloromethane). Product: COC=1N(C2=NC(=NC(=C2N1)N)O[C@H](CC)C)CCCCCN1CCCCC1 (8-(Methyloxy)-2-{[(1S)-1-methylpropyl]oxy}-9-[5-(1-piperidinyl)pentyl]-9H-purin-6-amine). RXN SMILES: Cl[CH2:2][CH2:3][CH2:4][CH2:5][CH2:6][N:7]1[C:15]([O:16][CH3:17])=[N:14][C:13]2[C:8]1=[N:9][C:10]([O:19][C@@H:20]([CH3:23])[CH2:21][CH3:22])=[N:11][C:12]=2[NH2:18].[NH:24]1[CH2:29][CH2:28][CH2:27][CH2:26][CH2:25]1.CO>ClCCl>[CH3:17][O:16][C:15]1[N:7]([CH2:6][CH2:5][CH2:4][CH2:3][CH2:2][N:24]2[CH2:29][CH2:28][CH2:27][CH2:26][CH2:25]2)[C:8]2[C:13]([N:14]=1)=[C:12]([NH2:18])[N:11]=[C:10]([O:19][C@@H:20]([CH3:23])[CH2:21][CH3:22])[N:9]=2. Procedure: Prepared similarly to Intermediate 38 from 9-(5-chloropentyl)-8-(methyloxy)-2-{[(1S)-1-methylpropyl]oxy}-9H-purin-6-amine and piperidine but with purification on silica using a 0-25% methanol in dichloromethane gradient. Reactants: C1(CC1)C(=O)Cl (cyclopropyl-carbonyl chloride), ClC=1C=C2C(CCNC2=CC1)=O (6-chloro-4-oxo-1,2,3,4-tetrahydroquinoline), CN(C1=CC=CC=C1)C (N,N-dimethylaniline). The reagents and catalysts are CN(C1=CC=NC=C1)C (4-dimethylaminopyridine). Solvent: C(Cl)(Cl)Cl (chloroform), C(Cl)(Cl)Cl (chloroform). Reaction conditions: time 10 minute. The product is ClC=1C=C2C(CC(N(C2=CC1)C1CC1)=C=O)=O (6-chloro-1-cyclopropyl-carbonyl-4-oxo-1,2,3,4-tetrahydroquinoline). The yield is 86.5%. RXN SMILES: C1([C:4](Cl)=[O:5])CC1.[Cl:7][C:8]1[CH:9]=[C:10]2[C:15](=[CH:16][CH:17]=1)[NH:14][CH2:13][CH2:12][C:11]2=[O:18].CN(C)[C:21]1[CH:26]=[CH:25]C=CC=1>C(Cl)(Cl)Cl.CN(C)C1C=CN=CC=1>[Cl:7][C:8]1[CH:9]=[C:10]2[C:15](=[CH:16][CH:17]=1)[N:14]([CH:25]1[CH2:26][CH2:21]1)[C:13](=[C:4]=[O:5])[CH2:12][C:11]2=[O:18]. Reported procedure: A solution of cyclopropyl-carbonyl chloride (2.09 g) in chloroform (5 ml) was added dropwise to a solution of 6-chloro-4-oxo-1,2,3,4-tetrahydroquinoline (1.815 g), N,N-dimethylaniline (2.42 g), and 4-dimethylaminopyridine (0.488 g) in chloroform (15 ml) with stirring and ice cooling over a period of 10 minutes. After being stirred overnight at ambient temperature, the mixture was washed successively with 10% hydrochloric acid, water, aqueous sodium bicarbonate, and water, dried over magnesium su... Reactants: COC(C1=CC=C(C=C1)N(CC1=CC(=CC=C1)C#N)C1CCN(CC1)C(CCN)C)=O (4-[[1-(3-amino-1-methyl-propyl)-piperidin-4-yl]-(3-cyano-benzyl)-amino]-benzoic acid methyl ester), CC1=C(C(=O)O)C(=CC(=C1)C1=CC=NC=C1)C (2,6-dimethyl-4-pyridin-4-yl-benzoic acid), ester. Yields the product C(#N)C=1C=C(CN(C2=CC=C(C(=O)O)C=C2)C2CCN(CC2)C(CCNC(C2=C(C=C(C=C2C)C2=CC=NC=C2)C)=O)C)C=CC1 (4-((3-cyano-benzyl)-{1-[3-(2,6-dimethyl-4-pyridin-4-yl-benzoylamino)-1-methyl-propyl]-piperidin-4-yl}-amino)-benzoic acid). RXN SMILES: C[O:2][C:3](=[O:31])[C:4]1[CH:9]=[CH:8][C:7]([N:10]([CH:20]2[CH2:25][CH2:24][N:23]([CH:26]([CH3:30])[CH2:27][CH2:28][NH2:29])[CH2:22][CH2:21]2)[CH2:11][C:12]2[CH:17]=[CH:16][CH:15]=[C:14]([C:18]#[N:19])[CH:13]=2)=[CH:6][CH:5]=1.[CH3:32][C:33]1[CH:41]=[C:40]([C:42]2[CH:47]=[CH:46][N:45]=[CH:44][CH:43]=2)[CH:39]=[C:38]([CH3:48])[C:34]=1[C:35](O)=[O:36]>>[C:18]([C:14]1[CH:13]=[C:12]([CH:17]=[CH:16][CH:15]=1)[CH2:11][N:10]([CH:20]1[CH2:21][CH2:22][N:23]([CH:26]([CH3:30])[CH2:27][CH2:28][NH:29][C:35](=[O:36])[C:34]2[C:38]([CH3:48])=[CH:39][C:40]([C:42]3[CH:43]=[CH:44][N:45]=[CH:46][CH:47]=3)=[CH:41][C:33]=2[CH3:32])[CH2:24][CH2:25]1)[C:7]1[CH:6]=[CH:5][C:4]([C:3]([OH:2])=[O:31])=[CH:9][CH:8]=1)#[N:19]. Reported procedure: Using general procedure E with 4-[[1-(3-amino-1-methyl-propyl)-piperidin-4-yl]-(3-cyano-benzyl)-amino]-benzoic acid methyl ester (see EXAMPLE 107) (100 mg, 0.24 mmol) and 2,6-dimethyl-4-pyridin-4-yl-benzoic acid (59 mg, 0.26 mmol) followed by general procedure K with the resulting ester afforded 4-((3-cyano-benzyl)-{1-[3-(2,6-dimethyl-4-pyridin-4-yl-benzoylamino)-1-methyl-propyl]-piperidin-4-yl}-amino)-benzoic acid as a white solid (92 mg, 58% over 2 steps). Starting materials: CCCC[Sn](CCCC)(CCCC)c1ccccn1, Nc1cncc(Cl)n1, Cc1ccccc1C, c1ccc(P(c2ccccc2)(c2ccccc2)[Pd](P(c2ccccc2)(c2ccccc2)c2ccccc2)(P(c2ccccc2)(c2ccccc2)c2ccccc2)P(c2ccccc2)(c2ccccc2)c2ccccc2)cc1. Product: Nc1cncc(-c2ccccn2)n1. Reaction SMILES: [CH2:9]([Sn:10]([CH2:11][CH2:12][CH2:13][CH3:20])([c:14]1[n:15][cH:16][cH:17][cH:18][cH:19]1)[CH2:21][CH2:22][CH2:23][CH3:24])[CH2:25][CH2:26][CH3:27].[NH2:1][c:2]1[n:3][c:4]([Cl:8])[cH:5][n:6][cH:7]1.[c:105]1([CH3:106])[c:107]([CH3:108])[cH:109][cH:110][cH:111][cH:112]1.[cH:28]1[cH:29][cH:30][c:31]([P:32]([Pd:33]([P:34]([c:35]2[cH:36][cH:37][cH:38][cH:39][cH:40]2)([c:41]2[cH:42][cH:43][cH:44][cH:45][cH:46]2)[c:47]2[cH:48][cH:49][cH:50][cH:51][cH:52]2)([P:53]([c:54]2[cH:55][cH:56][cH:57][cH:58][cH:59]2)([c:60]2[cH:61][cH:62][cH:63][cH:64][cH:65]2)[c:66]2[cH:67][cH:68][cH:69][cH:70][cH:71]2)[P:72]([c:73]2[cH:74][cH:75][cH:76][cH:77][cH:78]2)([c:79]2[cH:80][cH:81][cH:82][cH:83][cH:84]2)[c:85]2[cH:86][cH:87][cH:88][cH:89][cH:90]2)([c:91]2[cH:92][cH:93][cH:94][cH:95][cH:96]2)[c:97]2[cH:98][cH:99][cH:100][cH:101][cH:102]2)[cH:103][cH:104]1>>[NH2:1][c:2]1[n:3][c:4](-[c:14]2[n:15][cH:16][cH:17][cH:18][cH:19]2)[cH:5][n:6][cH:7]1. Reactants: [OH-].[Na+] (sodium hydroxide), O (Water), Cl (hydrochloric acid), C(CCC)C1(CCC2(OCCO2)CC1)N1CCCC1 (1-(8-butyl-1,4-dioxaspiro[4.5]dec-8-yl)pyrrolidine). Solvent: CC(=O)C (acetone). Conditions: time 8 hour. Product: C(CCC)C1(CCC(CC1)=O)N1CCCC1 (4-Butyl-4-pyrrolidin-1-yl-cyclohexanone). Reaction SMILES: O.Cl.[CH2:3]([C:7]1([N:17]2[CH2:21][CH2:20][CH2:19][CH2:18]2)[CH2:16][CH2:15][C:10]2(OCC[O:11]2)[CH2:9][CH2:8]1)[CH2:4][CH2:5][CH3:6].[OH-].[Na+]>CC(C)=O>[CH2:3]([C:7]1([N:17]2[CH2:21][CH2:20][CH2:19][CH2:18]2)[CH2:16][CH2:15][C:10](=[O:11])[CH2:9][CH2:8]1)[CH2:4][CH2:5][CH3:6] |f:3.4|. Reported procedure: Water (10.0 ml) and 37% hydrochloric acid (14.0 ml) were added to a solution of 1-(8-butyl-1,4-dioxaspiro[4.5]dec-8-yl)pyrrolidine (2.70 g, 10.1 mmol) in acetone (100 ml) and the mixture was stirred at room temperature overnight. 4 M sodium hydroxide solution was then slowly added dropwise to the mixture until pH 10 was reached. The mixture was extracted with diethyl ether (4×40 ml) and the combined organic phases were dried with sodium sulfate and concentrated i. vac. The crude produce (2.6 g) ...